From a dataset of the Open Reaction Database (ORD), a public repository of structured organic reaction records. describe an organic reaction: reactants, conditions, products, and yield The reactants are CNC1CCN(C(=O)C2CCN(C(C)=O)CC2)CC1c1ccc(Cl)c(Cl)c1, O=C(O)c1ncoc1-c1ccccc1. Yields the product CC(=O)N1CCC(C(=O)N2CCC(N(C)C(=O)c3ncoc3-c3ccccc3)C(c3ccc(Cl)c(Cl)c3)C2)CC1. Reaction SMILES: [C:1]([CH3:2])(=[O:3])[N:4]1[CH2:5][CH2:6][CH:7]([C:10](=[O:11])[N:12]2[CH2:13][CH:14]([c:20]3[cH:21][c:22]([Cl:27])[c:23]([Cl:26])[cH:24][cH:25]3)[CH:15]([NH:18][CH3:19])[CH2:16][CH2:17]2)[CH2:8][CH2:9]1.[c:28]1(-[c:34]2[c:35]([C:39](=[O:40])[OH:41])[n:36][cH:37][o:38]2)[cH:29][cH:30][cH:31][cH:32][cH:33]1>>[C:1]([CH3:2])(=[O:3])[N:4]1[CH2:5][CH2:6][CH:7]([C:10](=[O:11])[N:12]2[CH2:13][CH:14]([c:20]3[cH:21][c:22]([Cl:27])[c:23]([Cl:26])[cH:24][cH:25]3)[CH:15]([N:18]([CH3:19])[C:39]([c:35]3[c:34](-[c:28]4[cH:29][cH:30][cH:31][cH:32][cH:33]4)[o:38][cH:37][n:36]3)=[O:41])[CH2:16][CH2:17]2)[CH2:8][CH2:9]1.